The task is: describe an organic reaction: reactants, conditions, products, and yield. This data is from the Open Reaction Database (ORD), a public repository of structured organic reaction records. Reactants: Cc1cc(c(C=O)cc1[Cl])O, CC1=CN=C(C=C1)N, [C-]#[N+]C1CCCCC1. The reagents and catalysts are O=C(O)C(F)(F)F (trifluoroacetic acid). The solvent is CC(C)O (isopropyl alcohol), CC(C)O (isopropylalcohol). Reaction conditions: temperature 22 celsius, time 20 hour. Yields the product Cc1ccc2nc(c3cc(c(C)cc3O)[Cl])c(NC3CCCCC3)n2c1. Isolated yield 0.0%. Reaction SMILES: CC1=CC=C(N)N=C1.[C-]#[N+]C1CCCCC1.CC1=CC(O)=C(C=O)C=C1Cl>>CC1=CN2C(C=C1)=NC(=C2NC1CCCCC1)C1=C(O)C=C(C)C(Cl)=C1. Starting materials: ClC1=CC=C(C(N)=NO)C=C1 (4-chlorobenzamidoxime), CC=1SC(=C(N1)C(F)(F)F)C(=O)[O-] (2-methyl-4-trifluoromethyl-thiazole-5-carboxylate), Example 16. The product is CC=1SC(=C(N1)C(F)(F)F)C1=NC(=NO1)C1=CC=C(C=C1)Cl (5-(2-Methyl-4-trifluoromethyl-thiazol-5-yl)-3-(4-chloro-phenyl)-[1,2,4]-oxadiazole). Reaction SMILES: [Cl:1][C:2]1[CH:11]=[CH:10][C:5]([C:6](=[N:8][OH:9])[NH2:7])=[CH:4][CH:3]=1.[CH3:12][C:13]1[S:14][C:15]([C:22]([O-])=O)=[C:16]([C:18]([F:21])([F:20])[F:19])[N:17]=1>>[CH3:12][C:13]1[S:14][C:15]([C:22]2[O:9][N:8]=[C:6]([C:5]3[CH:10]=[CH:11][C:2]([Cl:1])=[CH:3][CH:4]=3)[N:7]=2)=[C:16]([C:18]([F:21])([F:19])[F:20])[N:17]=1. Procedure details: The title compound was prepared from 4-chlorobenzamidoxime and 2-methyl-4-trifluoromethyl-thiazole-5-carboxylate similar to Example 16 as a light orange solid. 1H NMR (CDCl3): 8.08 (dd, J=8.52, 2.20 Hz, 1H), 7.50 (dd, J=8.51, 2.13 Hz, 1H), 2.85 (s, 3H). The yield is 55.5%. RXN SMILES: [CH2:1]([C:8]#[N:9])[C:2]1[CH:7]=[CH:6][CH:5]=[CH:4][CH:3]=1.C[Si](C)(C)N[Si](C)(C)C.[Li].[P:20]([O:26][CH2:27][CH3:28])([O:23][CH2:24][CH3:25])[O:21]Cl>O1CCCC1>[C:8]([CH:1]([P:20](=[O:21])([O:26][CH2:27][CH3:28])[O:23][CH2:24][CH3:25])[C:2]1[CH:7]=[CH:6][CH:5]=[CH:4][CH:3]=1)#[N:9] |f:1.2,^1:18|. Conditions: temperature -78 celsius, time 1 hour. Run in O1CCCC1 (tetrahydrofuran). Starting materials: C(C1=CC=CC=C1)C#N (benzyl cyanide), C[Si](N[Si](C)(C)C)(C)C.[Li] (lithium hexamethyl disilazane), P(OCl)(OCC)OCC (chloro diethyl phosphite). Procedure details: To a stirred solution of benzyl cyanide (2.5 g) in dry tetrahydrofuran (25 mL), slowly added lithium hexamethyl disilazane (26 mL, 1.0M in THF) under nitrogen atmosphere at −78° C. The reaction mixture was stirred at −78° C. for 1 hour and chloro diethyl phosphite (5 g) was added slowly under nitrogen atmosphere at −78° C. The reaction mixture was stirred at −78° C. for about 2 hours and quenched with saturated ammonium chloride solution (25 mL). The reaction mixture was diluted with ethyl aceta... Yields the product C(#N)C(C1=CC=CC=C1)P(OCC)(OCC)=O (diethyl cyano(phenyl)methylphosphonate). Starting materials: Br[Mg]c1ccccc1, COC(C)(C)C, Cl, O=C(c1ccc(F)cc1)c1ccc(F)cc1. Yields the product OC(c1ccccc1)(c1ccc(F)cc1)c1ccc(F)cc1. RXN SMILES: [Br:1][Mg:2][c:3]1[cH:4][cH:5][cH:6][cH:7][cH:8]1.[C:26]([O:27][CH3:28])([CH3:29])([CH3:30])[CH3:31].[ClH:25].[F:9][c:10]1[cH:11][cH:12][c:13]([C:14](=[O:15])[c:16]2[cH:17][cH:18][c:19]([F:22])[cH:20][cH:21]2)[cH:23][cH:24]1>>[c:3]1([C:14]([c:13]2[cH:12][cH:11][c:10]([F:9])[cH:24][cH:23]2)([OH:15])[c:16]2[cH:17][cH:18][c:19]([F:22])[cH:20][cH:21]2)[cH:4][cH:5][cH:6][cH:7][cH:8]1.